Task: describe an organic reaction: reactants, conditions, products, and yield. Dataset: the Open Reaction Database (ORD), a public repository of structured organic reaction records The reactants are O=NN(Cc1ccccc1)C(=O)C(C1CCC(F)(F)CC1)n1c(-c2ccc(Cl)cc2)nc2cc(F)c(F)cc21, CC(=O)O, [Li+], C1CCOC1, [OH-], O, O, OO. Yields the product O=C(O)C(C1CCC(F)(F)CC1)n1c(-c2ccc(Cl)cc2)nc2cc(F)c(F)cc21. Reaction SMILES: [CH2:1]([N:2]([N:3]=[O:4])[C:9]([CH:10]([CH:11]1[CH2:12][CH2:13][C:14]([F:17])([F:18])[CH2:15][CH2:16]1)[n:19]1[c:20](-[c:30]2[cH:31][cH:32][c:33]([Cl:36])[cH:34][cH:35]2)[n:21][c:22]2[c:23]1[cH:24][c:25]([F:29])[c:26]([F:28])[cH:27]2)=[O:37])[c:5]1[cH:6][cH:7][cH:8][cH:38][cH:39]1.[CH3:45][C:46]([OH:47])=[O:48].[Li+:42].[O:49]1[CH2:50][CH2:51][CH2:52][CH2:53]1.[OH-:41].[OH2:40].[OH2:54].[OH:43][OH:44]>>[C:9]([CH:10]([CH:11]1[CH2:12][CH2:13][C:14]([F:17])([F:18])[CH2:15][CH2:16]1)[n:19]1[c:20](-[c:30]2[cH:31][cH:32][c:33]([Cl:36])[cH:34][cH:35]2)[n:21][c:22]2[c:23]1[cH:24][c:25]([F:29])[c:26]([F:28])[cH:27]2)(=[O:37])[OH:47].